Dataset: the Open Reaction Database (ORD), a public repository of structured organic reaction records. Task: describe an organic reaction: reactants, conditions, products, and yield Reaction SMILES: Cl.[F:2][C:3]1[CH:8]=[CH:7][C:6]([C:9]2[N:14]=[N:13][C:12]([NH2:15])=[N:11][CH:10]=2)=[CH:5][CH:4]=1.Cl[CH:17]([CH2:20][C:21]1[CH:26]=[CH:25][C:24]([O:27][CH3:28])=[CH:23][CH:22]=1)[CH:18]=O>C(O)(CC)(C)C>[F:2][C:3]1[CH:4]=[CH:5][C:6]([C:9]2[CH:10]=[N:11][C:12]3[N:13]([C:17]([CH2:20][C:21]4[CH:22]=[CH:23][C:24]([O:27][CH3:28])=[CH:25][CH:26]=4)=[CH:18][N:15]=3)[N:14]=2)=[CH:7][CH:8]=1 |f:0.1|. The product is FC1=CC=C(C=C1)C=1C=NC=2N(N1)C(=CN2)CC2=CC=C(C=C2)OC (2-(4-Fluorophenyl)-7-(4-methoxybenzyl)imidazo[1,2-b][1,2,4]triazine). Reactants: Cl.FC1=CC=C(C=C1)C1=CN=C(N=N1)N (6-(4-fluorophenyl)-1,2,4-triazin-3-amine hydrochloride), ClC(C=O)CC1=CC=C(C=C1)OC (2-chloro-3-(4-methoxyphenyl)propanal). Run at temperature 130 celsius. Reported procedure: A mixture of 6-(4-fluorophenyl)-1,2,4-triazin-3-amine hydrochloride (50 mg, 0.2 mmol) and 2-chloro-3-(4-methoxyphenyl)propanal (48 mg, 0.24 mmol) in tert-amyl alcohol (1 mL) was heated at 130° C. for 4 h. After cooling, the mixture was purified by preparative HPLC to afford the desired product. (7.1 mg) LCMS: (M+H)=335.1. The solvent is C(C)(C)(CC)O (tert-amyl alcohol). Reactants: C1(=CC=CC=C1)CC=O (phenylacetaldehyde), C(CCC)O (n-butanol), S(=O)(=O)([O-])[O-].[Mg+2] (magnesium sulfate), stannous chloride dihydrate. Reaction conditions: temperature 100 celsius, time 6 hour. The product is C(CCC)OC(CC1=CC=CC=C1)OCCCC (phenylacetaldehyde dibutyl acetal). Isolated yield 172.1%. RXN SMILES: [C:1]1([CH2:7][CH:8]=[O:9])[CH:6]=[CH:5][CH:4]=[CH:3][CH:2]=1.[CH2:10]([OH:14])[CH2:11][CH2:12][CH3:13].S([O-])([O-])(=O)=O.[Mg+2]>>[CH2:6]([O:9][CH:8]([O:14][CH2:10][CH2:11][CH2:12][CH3:13])[CH2:7][C:1]1[CH:6]=[CH:5][CH:4]=[CH:3][CH:2]=1)[CH2:1][CH2:2][CH3:3] |f:2.3|. Procedure details: In a 100-ml three-necked flask, 24 g (0.2 mole) of phenylacetaldehyde, 18 g (0.24 mole) of n-butanol, 10 g of anhydrous magnesium sulfate and 0.1 mg of stannous chloride dihydrate were charged. The resulting mixture was stirred at 100° C. under atmospheric pressure for 6 hours in a nitrogen atmosphere. After the removal of magnesium sulfate, the residue was purified by chromatography on a silica gel column to give 43.1 g of phenylacetaldehyde dibutyl acetal [R1 =a benzyl group, R2 =a hydrogen at... Reactants: CC(=O)O, O=C(CCn1ccnc1)N1c2ccccc2S(=O)c2ccc(Cl)cc21, OO. The product is O=C(CCn1ccnc1)N1c2ccccc2S(=O)(=O)c2ccc(Cl)cc21. Reaction SMILES: [CH3:28][C:29](=[O:30])[OH:31].[Cl:1][c:2]1[cH:3][c:4]2[c:13]([cH:14][cH:15]1)[S:12](=[O:16])[c:11]1[c:6]([cH:7][cH:8][cH:9][cH:10]1)[N:5]2[C:17]([CH2:18][CH2:19][n:20]1[cH:21][n:22][cH:23][cH:24]1)=[O:25].[OH:26][OH:27]>>[Cl:1][c:2]1[cH:3][c:4]2[c:13]([cH:14][cH:15]1)[S:12](=[O:16])(=[O:26])[c:11]1[c:6]([cH:7][cH:8][cH:9][cH:10]1)[N:5]2[C:17]([CH2:18][CH2:19][n:20]1[cH:21][n:22][cH:23][cH:24]1)=[O:25]. As a reaction SMILES: [Cl:1][c:2]1[cH:3][c:4]([C:28]([F:29])([F:30])[F:31])[c:5]([CH2:6][n:7]2[n:8][cH:9][c:10]3[cH:11][c:12]([CH:16]=[C:17]4[C:18](=[O:25])[N:19]=[C:20]([S:22][CH2:23][CH3:24])[S:21]4)[cH:13][cH:14][c:15]23)[cH:26][cH:27]1.[O:32]1[CH2:33][CH:34]([CH2:38][OH:39])[NH:35][CH2:36][CH2:37]1>>[Cl:1][c:2]1[cH:3][c:4]([C:28]([F:29])([F:30])[F:31])[c:5]([CH2:6][n:7]2[n:8][cH:9][c:10]3[cH:11][c:12]([CH:16]=[C:17]4[C:18](=[O:25])[N:19]=[C:20]([N:35]5[CH:34]([CH2:38][OH:39])[CH2:33][O:32][CH2:37][CH2:36]5)[S:21]4)[cH:13][cH:14][c:15]23)[cH:26][cH:27]1. The reactants are CCSC1=NC(=O)C(=Cc2ccc3c(cnn3Cc3ccc(Cl)cc3C(F)(F)F)c2)S1, OCC1COCCN1. The product is O=C1N=C(N2CCOCC2CO)SC1=Cc1ccc2c(cnn2Cc2ccc(Cl)cc2C(F)(F)F)c1. Starting materials: C(=O)(OC(C)(C)C)N1[C@@H](CC1)COC=1N=NC=CC1Cl (3-((1-BOC-2(S)-azetidinyl)methoxy)chloro-pyridazine), C(Cl)(Cl)Cl (CHCl3), [NH4+].[OH-] (NH4OH), C(Cl)(Cl)Cl (CHCl3). Solvent: CO (MeOH), CO (MeOH). The product is ClC1=CC=C(N=N1)OC[C@H]1N(CC1)C (6-chloro-3-((1-methyl-2(S)-azetidinyl)methoxy)pyridazine). Yield: 66.0%. As a reaction SMILES: [C:1]([N:8]1[CH2:11][CH2:10][C@H:9]1[CH2:12][O:13][C:14]1[N:15]=[N:16][CH:17]=[CH:18][C:19]=1Cl)(OC(C)(C)C)=O.[NH4+].[OH-].C(Cl)(Cl)[Cl:24]>CO>[Cl:24][C:17]1[N:16]=[N:15][C:14]([O:13][CH2:12][C@@H:9]2[CH2:10][CH2:11][N:8]2[CH3:1])=[CH:19][CH:18]=1 |f:1.2|. Procedure details: The compound from step 13a (805 mg, 2.68 mmol) was treated in a similar fashion as that described under Example 7d. The crude was subject to flash chromatography on silica gel with 10% MeOH in CHCl3 to 0.5% NH4OH in 10% MeOH in CHCl3 used as the elutant to give 352 mg of a yellow oil (66% yield). MS (CI) m/e 200 (M+H)+. The amine deprotected material (330 mg, 1.66 mmol) was then subjected to reductive amination conditions previously described in Example 8. The crude product was purified by flash...